Task: describe an organic reaction: reactants, conditions, products, and yield. Dataset: the Open Reaction Database (ORD), a public repository of structured organic reaction records Starting materials: ClC1=NC=CC(=N1)Cl (2,4-dichloropyrimidine), C(=O)([O-])[O-].[Cs+].[Cs+] (Cs2CO3), CC(C)O (2-propanol). Reaction conditions: time 16 hour. Yields the product ClC1=NC=CC(=N1)OC(C)C (2-chloro-4-(propan-2-yloxy)pyrimidine). Yield: 41.0%. As a reaction SMILES: [Cl:1][C:2]1[N:7]=[C:6](Cl)[CH:5]=[CH:4][N:3]=1.C([O-])([O-])=O.[Cs+].[Cs+].[CH3:15][CH:16]([OH:18])[CH3:17]>>[Cl:1][C:2]1[N:7]=[C:6]([O:18][CH:16]([CH3:17])[CH3:15])[CH:5]=[CH:4][N:3]=1 |f:1.2.3|. Procedure: To a solution of 2,4-dichloropyrimidine (5.0 g, 34 mmol) in 2-propanol (84 mL) was added Cs2CO3 (12 g, 37 mmol) and the mixture was stirred at rt for 16 h. The reaction was then heated to 65° C. for 3 h, after which time the reaction was filtered and concentrated. Purification on silica using a gradient solvent system of 0-10% EtOAc/Hexanes furnished 2-chloro-4-(propan-2-yloxy)pyrimidine (2.4 g, 41%) as a colorless oil. 1H NMR (500 MHz, CDCl3) δ 8.23 (d, J=5.7, 1H), 6.56 (d, J=5.7, 1H), 5.38 (he... Reactants: C(C1=CC=CC=C1)OC(CN1CC2=C(CC1)NN=C2)=O ((1,4,6,7-tetrahydro-pyrazolo[4,3-c]pyridin-5-yl)acetic acid benzyl ester), ( B ). Run in CCO (EtOH). The product is N1N=CC=2CN(CCC21)CC(=O)O ((1,4,6,7-Tetrahydro-pyrazolo[4,3-c]pyridin-5-yl)-acetic acid). Reaction SMILES: C([O:8][C:9](=[O:20])[CH2:10][N:11]1[CH2:16][CH2:15][C:14]2[NH:17][N:18]=[CH:19][C:13]=2[CH2:12]1)C1C=CC=CC=1>CCO>[NH:17]1[C:14]2[CH2:15][CH2:16][N:11]([CH2:10][C:9]([OH:20])=[O:8])[CH2:12][C:13]=2[CH:19]=[N:18]1. Reported procedure: The final compound was prepared using a method analogous to that of Example 14 step 14.2, (1,4,6,7-tetrahydro-pyrazolo[4,3-c]pyridin-5-yl)acetic acid benzyl ester replacing intermediate 14.1 and using EtOH instead of MeOH/AcOH. LC-MS (B): tR=0.15 min; [M+H]+: 182.30. Starting materials: C(C)(C)(C)[Si](OC1CCC(CC1)(C=O)C(F)(F)F)(C)C (4-(tert-Butyl-dimethyl-silanyloxy)-1-trifluoromethyl-cyclohexanecarbaldehyde), CC(C)(C)S(=O)N (2-methyl-2-propanesulfinamide), saturated aqueous solution, C(=O)(O)[O-].[Na+] (NaHCO3). Reagents/catalysts: [O-]CC.[Ti+4].[O-]CC.[O-]CC.[O-]CC (titanium (IV) ethoxide). Solvent: C1CCOC1 (THF). Product: C(C)(C)(C)[Si](OC1CCC(CC1)(C(F)(F)F)C=NS(=O)C(C)(C)C)(C)C (2-Methyl-propane-2-sulfinic acid 1-[4-(tert-butyl-dimethyl-silanyloxy)-1-trifluoromethyl-cyclohexyl]-methylideneamide). Yield: 91.5%. Reaction SMILES: [C:1]([Si:5]([CH3:20])([CH3:19])[O:6][CH:7]1[CH2:12][CH2:11][C:10]([C:15]([F:18])([F:17])[F:16])([CH:13]=O)[CH2:9][CH2:8]1)([CH3:4])([CH3:3])[CH3:2].[CH3:21][C:22]([S:25]([NH2:27])=[O:26])([CH3:24])[CH3:23].C([O-])(O)=O.[Na+]>[O-]CC.[Ti+4].[O-]CC.[O-]CC.[O-]CC.C1COCC1>[C:1]([Si:5]([CH3:20])([CH3:19])[O:6][CH:7]1[CH2:12][CH2:11][C:10]([CH:13]=[N:27][S:25]([C:22]([CH3:24])([CH3:23])[CH3:21])=[O:26])([C:15]([F:18])([F:17])[F:16])[CH2:9][CH2:8]1)([CH3:4])([CH3:3])[CH3:2] |f:2.3,4.5.6.7.8|. Procedure: 3.20 g (10.3 mmol) of 4-(tert-Butyl-dimethyl-silanyloxy)-1-trifluoromethyl-cyclohexanecarbaldehyde (71) were dissolved using 25 ml of anhydrous THF. 1.31 g (10.8 mmol) of 2-methyl-2-propanesulfinamide and 4.32 ml (20.6 mmol) of titanium (IV) ethoxide were added and the mixture heated for 4 h at reflux. The reaction mixture was poured into 75 ml of a saturated aqueous solution of NaHCO3 and the precipitate removed by filtration. The filtrate was extracted three times using 50 ml of ethyl acetate ... The reactants are CC(c1ccc(CO)cc1)N1CCC(CCCO[Si](C)(C)C(C)(C)C)(c2ccccc2)OC1=O, C1CCOC1, CI, [H-], [Na+]. Yields the product COCc1ccc(C(C)N2CCC(CCCO[Si](C)(C)C(C)(C)C)(c3ccccc3)OC2=O)cc1. Reaction SMILES: [C:1]([CH3:2])([CH3:3])([CH3:4])[Si:5]([O:6][CH2:7][CH2:8][CH2:9][C:10]1([c:27]2[cH:28][cH:29][cH:30][cH:31][cH:32]2)[CH2:11][CH2:12][N:13]([CH:17]([CH3:18])[c:19]2[cH:20][cH:21][c:22]([CH2:25][OH:26])[cH:23][cH:24]2)[C:14](=[O:16])[O:15]1)([CH3:33])[CH3:34].[CH2:39]1[O:40][CH2:41][CH2:42][CH2:43]1.[CH3:37][I:38].[H-:36].[Na+:35]>>[C:1]([CH3:2])([CH3:3])([CH3:4])[Si:5]([O:6][CH2:7][CH2:8][CH2:9][C:10]1([c:27]2[cH:28][cH:29][cH:30][cH:31][cH:32]2)[CH2:11][CH2:12][N:13]([CH:17]([CH3:18])[c:19]2[cH:20][cH:21][c:22]([CH2:25][O:26][CH3:37])[cH:23][cH:24]2)[C:14](=[O:16])[O:15]1)([CH3:33])[CH3:34]. Reactants: CC(C(=O)OCC)(C)N1CCC(CC1)=O (ethyl 2-methyl-2-(4-oxo-1-piperidinyl)propanoate), FC(C1=CC=C(C=C1)C1=CC=C(C=C1)CN)(F)F ({[4′-(trifluoromethyl)-4-biphenylyl]methyl}amine), C(C)(=O)O (acetic acid), C(C)(=O)O[BH-](OC(C)=O)OC(C)=O.[Na+] (Sodium triacetoxyborohydride), C([O-])([O-])=O.[Na+].[Na+] (sodium carbonate). Solvent: ClCCCl (DCE). Conditions: time 19 hour. Product: CC(C(=O)OCC)(C)N1CCC(CC1)NCC1=CC=C(C=C1)C1=CC=C(C=C1)C(F)(F)F (Ethyl 2-methyl-2-[4-({[4′-(trifluoromethyl)-4-biphenylyl]methyl}amino)-1-piperidinyl]propanoate), solid. RXN SMILES: [CH3:1][C:2]([N:9]1[CH2:14][CH2:13][C:12](=O)[CH2:11][CH2:10]1)([CH3:8])[C:3]([O:5][CH2:6][CH3:7])=[O:4].[F:16][C:17]([F:33])([F:32])[C:18]1[CH:23]=[CH:22][C:21]([C:24]2[CH:29]=[CH:28][C:27]([CH2:30][NH2:31])=[CH:26][CH:25]=2)=[CH:20][CH:19]=1.C(O)(=O)C.C(O[BH-](OC(=O)C)OC(=O)C)(=O)C.[Na+].C(=O)([O-])[O-].[Na+].[Na+]>ClCCCl>[CH3:1][C:2]([N:9]1[CH2:14][CH2:13][CH:12]([NH:31][CH2:30][C:27]2[CH:26]=[CH:25][C:24]([C:21]3[CH:22]=[CH:23][C:18]([C:17]([F:16])([F:32])[F:33])=[CH:19][CH:20]=3)=[CH:29][CH:28]=2)[CH2:11][CH2:10]1)([CH3:8])[C:3]([O:5][CH2:6][CH3:7])=[O:4] |f:3.4,5.6.7|. Reported procedure: A mixture of ethyl 2-methyl-2-(4-oxo-1-piperidinyl)propanoate (Int. A4) (25.6 g, 1.2 equiv), {[4′-(trifluoromethyl)-4-biphenylyl]methyl}amine (Int. A1) (31.1 g, 1.0 equiv), DCE (400 ml) and acetic acid (6.3 ml, 1.1 equiv) was stirred at room temperature under nitrogen. Sodium triacetoxyborohydride (33.5 g, 1.5 equiv) was added and stirring continued for 19 hours. Aqueous sodium carbonate (2M solution, excess) was added and stirred for 1.5 h, then the mixture was extracted with a mixture of dieth...